Dataset: the Open Reaction Database (ORD), a public repository of structured organic reaction records. Task: describe an organic reaction: reactants, conditions, products, and yield Reactants: CSc1sc(C(=N)N)cc1-c1nc(-c2ccccc2)cs1, CN, CO, O. Yields the product CNC(=N)c1cc(-c2nc(-c3ccccc3)cs2)c(SC)s1. Reaction SMILES: [CH3:1][S:2][c:3]1[c:4](-[c:11]2[s:12][cH:13][c:14](-[c:16]3[cH:17][cH:18][cH:19][cH:20][cH:21]3)[n:15]2)[cH:5][c:6]([C:8](=[NH:9])[NH2:10])[s:7]1.[CH3:22][NH2:23].[CH3:25][OH:26].[OH2:24]>>[CH3:1][S:2][c:3]1[c:4](-[c:11]2[s:12][cH:13][c:14](-[c:16]3[cH:17][cH:18][cH:19][cH:20][cH:21]3)[n:15]2)[cH:5][c:6]([C:8](=[NH:9])[NH:10][CH3:22])[s:7]1. Reactants: C#CCNC(=O)OC(C)(C)C, Brc1cnc(Nc2ccc(I)cc2)nc1Nc1ccccc1. Yields the product CC(C)(C)OC(=O)NCC#Cc1ccc(Nc2ncc(Br)c(Nc3ccccc3)n2)cc1. RXN SMILES: [C:23]([CH3:24])([CH3:25])([CH3:26])[O:27][C:28](=[O:29])[NH:30][CH2:31][C:32]#[CH:33].[NH:1]([c:2]1[cH:3][cH:4][cH:5][cH:6][cH:7]1)[c:8]1[n:9][c:10]([NH:15][c:16]2[cH:17][cH:18][c:19]([I:22])[cH:20][cH:21]2)[n:11][cH:12][c:13]1[Br:14]>>[NH:1]([c:2]1[cH:3][cH:4][cH:5][cH:6][cH:7]1)[c:8]1[n:9][c:10]([NH:15][c:16]2[cH:17][cH:18][c:19]([C:33]#[C:32][CH2:31][NH:30][C:28]([O:27][C:23]([CH3:24])([CH3:25])[CH3:26])=[O:29])[cH:20][cH:21]2)[n:11][cH:12][c:13]1[Br:14].